This data is from the Open Reaction Database (ORD), a public repository of structured organic reaction records. The task is: describe an organic reaction: reactants, conditions, products, and yield Reactants: [C@@H]1([C@H](O)[C@@H](O)[C@H](O)[C@H](O1)CO)OC1=C(C=CC=C1)CC1=CC=C(C=C1)C#C (1-(β-D-glucopyranosyloxy)-2-(4-ethynylbenzyl)-benzene), ClC(=O)OC (methyl chloroformate), Cl (hydrochloric acid). The solvent is N1=C(C=C(C=C1C)C)C (2,4,6-collidine), ice. Conditions: time 16 hour. Yields the product COC(=O)OC[C@@H]1[C@H]([C@@H]([C@H]([C@@H](O1)OC1=C(C=CC=C1)CC1=CC=C(C=C1)C#C)O)O)O (1-(6-O-Methoxycarbonyl-β-D-glucopyranosyloxy)-2-(4-ethynylbenzyl)-benzene). As a reaction SMILES: [C@@H:1]1([O:12][C:13]2[CH:18]=[CH:17][CH:16]=[CH:15][C:14]=2[CH2:19][C:20]2[CH:25]=[CH:24][C:23]([C:26]#[CH:27])=[CH:22][CH:21]=2)[O:9][C@H:8]([CH2:10][OH:11])[C@@H:6]([OH:7])[C@H:4]([OH:5])[C@H:2]1[OH:3].Cl[C:29]([O:31][CH3:32])=[O:30].Cl>N1C(C)=CC(C)=CC=1C>[CH3:32][O:31][C:29]([O:11][CH2:10][C@H:8]1[O:9][C@@H:1]([O:12][C:13]2[CH:18]=[CH:17][CH:16]=[CH:15][C:14]=2[CH2:19][C:20]2[CH:21]=[CH:22][C:23]([C:26]#[CH:27])=[CH:24][CH:25]=2)[C@H:2]([OH:3])[C@@H:4]([OH:5])[C@@H:6]1[OH:7])=[O:30]. Procedure: 100 mg of 1-(β-D-glucopyranosyloxy)-2-(4-ethynylbenzyl)-benzene in 0.5 ml of 2,4,6-collidine are combined with 0.026 ml of methyl chloroformate in the ice bath and then stirred for 16 hours at ambient temperature. 5 ml of 0.1 N hydrochloric acid are added to the reaction mixture which is then extracted with 10 ml of ethyl acetate. The organic phase is separated off, washed with saturated saline solution and evaporated down. The residue is stirred with 8 ml of diethyl ether/petroleum ether (1:1),... The reactants are COCCOCOC(C)C1=C(C=C(S1)S(=O)(=O)N)S(=O)(=O)C (5-[1-(methoxyethoxymethoxy)ethyl]-4-methylsulfonylthiophene-2-sulfonamide), S(O)(O)(=O)=O (sulfuric acid). The solvent is CO.O (methanol water). Conditions: time 1 hour. Yields the product OC(C)C1=C(C=C(S1)S(=O)(=O)N)S(=O)(=O)C (5-(1-Hydroxyethyl)-4-methylsulfonylthiophene-2-sulfonamide). The yield is 22.9%. Reaction SMILES: COCCOC[O:7][CH:8]([C:10]1[S:14][C:13]([S:15]([NH2:18])(=[O:17])=[O:16])=[CH:12][C:11]=1[S:19]([CH3:22])(=[O:21])=[O:20])[CH3:9].S(=O)(=O)(O)O>CO.O>[OH:7][CH:8]([C:10]1[S:14][C:13]([S:15]([NH2:18])(=[O:16])=[O:17])=[CH:12][C:11]=1[S:19]([CH3:22])(=[O:20])=[O:21])[CH3:9] |f:2.3|. Procedure: The 5-[1-(methoxyethoxymethoxy)ethyl]-4-methylsulfonylthiophene-2-sulfonamide (5.94 g, 0.0159 mol) was dissolved in 50/50 methanol/water (30 ml) with warming and concentrated sulfuric acid (15 ml) was added. The solution was cooled to ambient temperature and stirred for 1 hour. The methanol was removed in vacuo and the aqueous acid was diluted with water (50 ml). The product was extracted into ethyl acetate. The extract was washed with saturated NaHCO3 solution, water, dried over anhydrous Na2SO... RXN SMILES: [CH3:1][N:2]([CH3:11])[CH:3]1[CH2:8][CH2:7][CH2:6][CH2:5][C:4]1(N)[NH2:9].[CH3:12]COCC.[H-].[H-].[H-].[H-].[Li+].[Al+3].[OH-].[Na+]>O>[CH3:1][N:2]([CH3:11])[CH:3]1[CH2:8][CH2:7][CH2:6][CH2:5][CH:4]1[NH:9][CH3:12] |f:2.3.4.5.6.7,8.9|. Procedure: A solution of the N-formyl-N-[2-(dimethylamino)cyclohexanediamine (4 g.; 0.0235 mole) in 50 ml. of ether was added during 5 minutes to a solution of LAH (4 g.) in 250 ml. of ether and refluxed 17 hours. It was cooled in ice, and decomposed in succession with 4 ml. of H2O, 4 ml. of 15% NaOH, 12 ml. of H2O, stirred 1 hour at room temperature and filtered. The cake was washed with ether, and the ether was distilled. The titled amine (B) residue was distilled at 14 mm, b.p. 86°-87°, 3 g. (82% yield)... Isolated yield 82.0%. Starting materials: N-formyl, CCOCC (ether), CN(C1C(CCCC1)(N)N)C (2-(dimethylamino)cyclohexanediamine), CCOCC (ether), [H-].[H-].[H-].[H-].[Li+].[Al+3] (LAH), [OH-].[Na+] (NaOH). Yields the product CN(C1C(CCCC1)NC)C (N,N,N'-Trimethyl-1,2-cyclohexanediamine). Run in O (H2O), O (H2O). Yields the product Cl.C(C)(C)N(C(=O)C1=C(C2=C(C[C@@]3(CCN(C[C@H]3C2)CC)C2=CC(=CC=C2)O)N1)C)C(C)C ((±)-trans-2-Diisopropylaminocarbonyl-6-ethyl-8a-(3-hydroxyphenyl)-3-methyl-4,4a,5,6,7,8,8a,9-octahydro-1H-pyrrolo[2,3-g]isoquinoline hydrochloride). Starting materials: Cl.CCOCC (HCl Et2O), C(C)(C)N(C(=O)C1=C(C2=C(C[C@@]3(CCN(C[C@H]3C2)CC)C2=CC(=CC=C2)OC)N1)C)C(C)C ((±)-trans-2-diisopropylaminocarbonyl-6-ethyl-8a-(3-methoxyphenyl)-3-methyl-4,4a,5,6,7,8,8a,9-octahydro-1H-pyrrolo[2,3-g] isoquinoline), B(Br)(Br)Br (boron tribromide), crude product. RXN SMILES: [CH:1]([N:4]([CH:31]([CH3:33])[CH3:32])[C:5]([C:7]1[NH:29][C:10]2[CH2:11][C@@:12]3([C:21]4[CH:26]=[CH:25][CH:24]=[C:23]([O:27]C)[CH:22]=4)[C@H:17]([CH2:18][C:9]=2[C:8]=1[CH3:30])[CH2:16][N:15]([CH2:19][CH3:20])[CH2:14][CH2:13]3)=[O:6])([CH3:3])[CH3:2].B(Br)(Br)Br.[ClH:38].CCOCC>CO>[ClH:38].[CH:31]([N:4]([CH:1]([CH3:2])[CH3:3])[C:5]([C:7]1[NH:29][C:10]2[CH2:11][C@@:12]3([C:21]4[CH:26]=[CH:25][CH:24]=[C:23]([OH:27])[CH:22]=4)[C@H:17]([CH2:18][C:9]=2[C:8]=1[CH3:30])[CH2:16][N:15]([CH2:19][CH3:20])[CH2:14][CH2:13]3)=[O:6])([CH3:33])[CH3:32] |f:2.3,5.6|. Reported procedure: 1.0 g (2.2 mmol) of (±)-trans-2-diisopropylaminocarbonyl-6-ethyl-8a-(3-methoxyphenyl)-3-methyl-4,4a,5,6,7,8,8a,9-octahydro-1H-pyrrolo[2,3-g] isoquinoline were treated with 1.15 ml (12.0 mmol) of boron tribromide as described in example 2. The crude product was dissolved in MeOH and the solution brought to acidic pH with HCl/Et2O . The solvent was evaporated in vacuo and the solid crystallized from acetone, yielding 0.5 g of the title compound. M.p.=263°-265° C. The solvent is CO (MeOH). Starting materials: FC1=C(COC=2C=3N(C=CC2)C(=C(N3)C)C(=O)N[C@H](CO)C)C(=CC=C1)F (8-[(2,6-difluorobenzyl)oxy]-N-[(2S)-1-hydroxypropan-2-yl]-2-methylimidazo[1,2-a]pyridine-3-carboxamide), CC(=O)OI1(C=2C=CC=CC2C(=O)O1)(OC(=O)C)OC(=O)C (Dess-Martin periodinane), N1=CC=CC=C1 (pyridine). Product: FC1=C(COC=2C=3N(C=CC2)C(=C(N3)C)C(=O)N[C@H](C=O)C)C(=CC=C1)F (8-[(2,6-Difluorobenzyl)oxy]-2-methyl-N-[(2S)-1-oxopropan-2-yl]imidazo[1,2-a]pyridine-3-carboxamide). RXN SMILES: [F:1][C:2]1[CH:26]=[CH:25][CH:24]=[C:23]([F:27])[C:3]=1[CH2:4][O:5][C:6]1[C:7]2[N:8]([C:12]([C:16]([NH:18][C@@H:19]([CH3:22])[CH2:20][OH:21])=[O:17])=[C:13]([CH3:15])[N:14]=2)[CH:9]=[CH:10][CH:11]=1.CC(OI1(OC(C)=O)(OC(C)=O)OC(=O)C2C=CC=CC1=2)=O.N1C=CC=CC=1>>[F:1][C:2]1[CH:26]=[CH:25][CH:24]=[C:23]([F:27])[C:3]=1[CH2:4][O:5][C:6]1[C:7]2[N:8]([C:12]([C:16]([NH:18][C@@H:19]([CH3:22])[CH:20]=[O:21])=[O:17])=[C:13]([CH3:15])[N:14]=2)[CH:9]=[CH:10][CH:11]=1. Procedure: Analogously to Example 194A, 500 mg of 8-[(2,6-difluorobenzyl)oxy]-N-[(2S)-1-hydroxypropan-2-yl]-2-methylimidazo[1,2-a]pyridine-3-carboxamide (Example 178A, 1.33 mmol, 1 equivalent) were oxidized with Dess-Martin periodinane with addition of 0.11 ml of pyridine (105 mg, 1.33 mmol, 1 equivalent) and worked up. This gave 439 mg (53% of theory; purity 60%) of the title compound which was reacted further without purification. Yields the product CC(=O)Oc1cccc2sc(-c3ccc(C(=O)O)cc3)nc12. RXN SMILES: [CH2:27]1[CH2:28][CH2:29][CH2:30][CH2:31][CH2:32]1.[CH3:20][C:21](=[O:22])[O:23][C:24](=[O:25])[CH3:26].[OH:1][c:2]1[cH:3][cH:4][cH:5][c:6]2[c:7]1[n:8][c:9](-[c:11]1[cH:12][cH:13][c:14]([C:15](=[O:16])[OH:17])[cH:18][cH:19]1)[s:10]2.[cH:33]1[cH:34][cH:35][n:36][cH:37][cH:38]1>>[O:1]([c:2]1[cH:3][cH:4][cH:5][c:6]2[c:7]1[n:8][c:9](-[c:11]1[cH:12][cH:13][c:14]([C:15](=[O:16])[OH:17])[cH:18][cH:19]1)[s:10]2)[C:21]([CH3:20])=[O:22]. Starting materials: C1CCCCC1, CC(=O)OC(C)=O, O=C(O)c1ccc(-c2nc3c(O)cccc3s2)cc1, c1ccncc1. Reactants: [Al+3], [Cl-], [Cl-], [Cl-], ClCCl, Cl, O, COc1ccc(-c2cc(O)no2)cc1. The product is Oc1ccc(-c2cc(O)no2)cc1. Reaction SMILES: [Al+3:16].[Cl-:15].[Cl-:17].[Cl-:18].[Cl:21][CH2:22][Cl:23].[ClH:20].[OH2:19].[OH:1][c:2]1[n:3][o:4][c:5](-[c:7]2[cH:8][cH:9][c:10]([O:13][CH3:14])[cH:11][cH:12]2)[cH:6]1>>[OH:1][c:2]1[n:3][o:4][c:5](-[c:7]2[cH:8][cH:9][c:10]([OH:13])[cH:11][cH:12]2)[cH:6]1. Reactants: O=C(O)C(O)(c1ccccc1)C1CCC(F)(F)C1, OC1CNC(=S)NC1. The product is O=C(OC1CNC(=S)NC1)C(O)(c1ccccc1)C1CCC(F)(F)C1. Reaction SMILES: [F:1][C:2]1([F:18])[CH2:3][CH:4]([C:7]([C:8](=[O:9])[OH:10])([c:11]2[cH:12][cH:13][cH:14][cH:15][cH:16]2)[OH:17])[CH2:5][CH2:6]1.[OH:19][CH:20]1[CH2:21][NH:22][C:23](=[S:26])[NH:24][CH2:25]1>>[F:1][C:2]1([F:18])[CH2:3][CH:4]([C:7]([C:8](=[O:9])[O:10][CH:20]2[CH2:21][NH:22][C:23](=[S:26])[NH:24][CH2:25]2)([c:11]2[cH:12][cH:13][cH:14][cH:15][cH:16]2)[OH:17])[CH2:5][CH2:6]1.